This data is from the Open Reaction Database (ORD), a public repository of structured organic reaction records. The task is: describe an organic reaction: reactants, conditions, products, and yield Reactants: ClC=1C=C(C(=C(OC2CCN(CC2)C(=O)OCC2=CC=CC=C2)C1)C)C(=O)OC (benzyl 4-(5-chloro-3-(methoxycarbonyl)-2-methylphenoxy)piperidine-1-carboxylate), [OH-].[Na+] (NaOH), Cl (HCl). The solvent is O1CCCC1 (tetrahydrofuran), CO (methanol), O (water). Reaction conditions: temperature 45 celsius, time 1 hour. Yields the product C(C1=CC=CC=C1)OC(=O)N1CCC(CC1)OC=1C(=C(C(=O)O)C=C(C1)Cl)C (3-((1-((benzyloxy)carbonyl)piperidin-4-yl)oxy)-5-chloro-2-methylbenzoic acid). Isolated yield 75.2%. Reaction SMILES: [Cl:1][C:2]1[CH:3]=[C:4]([C:26]([O:28]C)=[O:27])[C:5]([CH3:25])=[C:6]([CH:24]=1)[O:7][CH:8]1[CH2:13][CH2:12][N:11]([C:14]([O:16][CH2:17][C:18]2[CH:23]=[CH:22][CH:21]=[CH:20][CH:19]=2)=[O:15])[CH2:10][CH2:9]1.[OH-].[Na+].Cl>O1CCCC1.CO.O>[CH2:17]([O:16][C:14]([N:11]1[CH2:10][CH2:9][CH:8]([O:7][C:6]2[C:5]([CH3:25])=[C:4]([CH:3]=[C:2]([Cl:1])[CH:24]=2)[C:26]([OH:28])=[O:27])[CH2:13][CH2:12]1)=[O:15])[C:18]1[CH:19]=[CH:20][CH:21]=[CH:22][CH:23]=1 |f:1.2|. Procedure: To a solution of benzyl 4-(5-chloro-3-(methoxycarbonyl)-2-methylphenoxy)piperidine-1-carboxylate (0.68 g, 1.627 mmol) in tetrahydrofuran (5 mL) and methanol (15 mL) was added 3 N NaOH (2.71 mL, 8.14 mmol). The reaction mixture was stirred for 1 h, then heated at 45° C. for 3 h. The volatiles were removed in vacuo to give an aqueous residue, which was diluted with water (25 mL) and cooled (ice bath). The mixture was acidified to pH˜3-4 with 1 M HCl and stirred for 15 min. The solids were filtered... The reactants are C12C(C(C(CC1)C2)=O)=O (bicyclo[2.2.1]heptane-2,3-dione), COP(OC)(=O)CC(=O)C1=C(C=C(C=C1)Cl)Cl ([2-(2,4-Dichloro-phenyl)-2-oxo-ethyl]-phosphonic acid dimethyl ester), O.NN (hydrazine monohydrate). The product is ClC1=C(C=CC(=C1)Cl)C=1N=NC=2C3CCC(C2C1)C3 ((1SR,8RS)-5-(2,4-Dichloro-phenyl)-3,4-diaza-tricyclo[6.2.1.02,7]undeca-2(7),3,5-triene). RXN SMILES: [CH:1]12[CH2:7][CH:4]([CH2:5][CH2:6]1)[C:3](=O)[C:2]2=O.COP([CH2:16][C:17]([C:19]1[CH:24]=[CH:23][C:22]([Cl:25])=[CH:21][C:20]=1[Cl:26])=O)(=O)OC.O.[NH2:28][NH2:29]>>[Cl:26][C:20]1[CH:21]=[C:22]([Cl:25])[CH:23]=[CH:24][C:19]=1[C:17]1[N:28]=[N:29][C:2]2[CH:1]3[CH2:7][CH:4]([C:3]=2[CH:16]=1)[CH2:5][CH2:6]3 |f:2.3|. Procedure details: light yellow crystalline solid. MS (ESI): 291.0 (MH+). Prepared from bicyclo[2.2.1]heptane-2,3-dione, [2-(2,4-Dichloro-phenyl)-2-oxo-ethyl]-phosphonic acid dimethyl ester, hydrazine monohydrate. The reactants are B, CCOC(=O)C1=C(COCC(=O)O)NC(C)=C(C(=O)OC)C1c1cccc(Cl)c1Cl. Product: CCOC(=O)C1=C(COCCO)NC(C)=C(C(=O)OC)C1c1cccc(Cl)c1Cl. RXN SMILES: [BH3:31].[Cl:1][c:2]1[c:3]([CH:9]2[C:10]([C:26](=[O:27])[O:28][CH2:29][CH3:30])=[C:11]([CH2:20][O:21][CH2:22][C:23](=[O:24])[OH:25])[NH:12][C:13]([CH3:19])=[C:14]2[C:15](=[O:16])[O:17][CH3:18])[cH:4][cH:5][cH:6][c:7]1[Cl:8]>>[Cl:1][c:2]1[c:3]([CH:9]2[C:10]([C:26](=[O:27])[O:28][CH2:29][CH3:30])=[C:11]([CH2:20][O:21][CH2:22][CH2:23][OH:24])[NH:12][C:13]([CH3:19])=[C:14]2[C:15](=[O:16])[O:17][CH3:18])[cH:4][cH:5][cH:6][c:7]1[Cl:8]. Reactants: O (water), [SiH2](O[*:2])[*:1] (polysiloxane), O (water), CCCCC#CCCCC (5-decyne). Reagents/catalysts: [Pd] (palladium). Run in C1CCOC1 (THF), C1CCOC1 (THF). Run at time 4.5 hour. The product is CCCC\C=C/CCCC (Z-5-decene). The yield is 94.0%. RXN SMILES: O.[CH3:2][CH2:3][CH2:4][CH2:5][C:6]#[C:7][CH2:8][CH2:9][CH2:10][CH3:11]>C1COCC1.[Pd]>[CH3:2][CH2:3][CH2:4][CH2:5]/[CH:6]=[CH:7]\[CH2:8][CH2:9][CH2:10][CH3:11]. Reported procedure: To a solution of polysiloxane containing a homogeneous dispersion of palladium particles (0.13 g) prepared as described above in THF and water (0.05 mmol Pd), 5-decyne (0.138 g, 0.18 mL, 1.0 mmol) in a solution of THF (5mL) and water (1 mL) was added. Hydrogen was bubbled through the solution for 30 seconds and the reaction was then placed under a hydrogen atmosphere (balloon). The reaction was stirred at room temperature for 4.5 h. Capillary gas chromatograph analysis showed complete consumptio... Reactants: CCCCCC(CC(=O)OC(C)(C)C)C(=O)OCc1ccccc1, Cl, C1COCCO1, O. Product: CCCCCC(CC(=O)O)C(=O)OCc1ccccc1. As a reaction SMILES: [CH2:8]([c:9]1[cH:10][cH:11][cH:12][cH:13][cH:14]1)[O:15][C:16](=[O:17])[CH:18]([CH2:19][C:20](=[O:21])[O:22][C:23]([CH3:24])([CH3:25])[CH3:26])[CH2:27][CH2:28][CH2:29][CH2:30][CH3:31].[ClH:7].[O:1]1[CH2:2][CH2:3][O:4][CH2:5][CH2:6]1.[OH2:32]>>[CH2:8]([c:9]1[cH:10][cH:11][cH:12][cH:13][cH:14]1)[O:15][C:16](=[O:17])[CH:18]([CH2:19][C:20](=[O:21])[OH:22])[CH2:27][CH2:28][CH2:29][CH2:30][CH3:31]. Starting materials: CS(=O)(=O)Cl (methanesulfonyl chloride), C1(CCC1)S(=O)(=O)Cl (cyclobutanesulfonyl chloride), C12(CC3CC(CC(C1)C3)C2)COC2=C(C=C(C(=O)N)C=C2)C=2C(=NC=CC2)OC (4-(adamantan-1-ylmethoxy)-3-(2-methoxypyridin-3-yl)benzamide), C12(CC3CC(CC(C1)C3)C2)COC2=CC(=C(C(=O)N)C=C2C2CC2)F (4-(adamantan-1-ylmethoxy)-5-cyclopropyl-2-fluorobenzamide). The product is C12(CC3CC(CC(C1)C3)C2)COC2=CC(=C(C(=O)NS(=O)(=O)C3CCC3)C=C2C2CC2)F (4-(adamantan-1-ylmethoxy)-N-(cyclobutylsulfonyl)-5-cyclopropyl-2-fluorobenzamide), solid. The yield is 10.0%. RXN SMILES: C12(COC3C=CC(C(N)=O)=CC=3C3C(OC)=NC=CC=3)CC3CC(CC(C3)C1)C2.[C:30]12([CH2:40][O:41][C:42]3[C:50]([CH:51]4[CH2:53][CH2:52]4)=[CH:49][C:45]([C:46]([NH2:48])=[O:47])=[C:44]([F:54])[CH:43]=3)[CH2:39][CH:34]3[CH2:35][CH:36]([CH2:38][CH:32]([CH2:33]3)[CH2:31]1)[CH2:37]2.CS(Cl)(=O)=O.[CH:60]1([S:64](Cl)(=[O:66])=[O:65])[CH2:63][CH2:62][CH2:61]1>>[C:30]12([CH2:40][O:41][C:42]3[C:50]([CH:51]4[CH2:52][CH2:53]4)=[CH:49][C:45]([C:46]([NH:48][S:64]([CH:60]4[CH2:63][CH2:62][CH2:61]4)(=[O:66])=[O:65])=[O:47])=[C:44]([F:54])[CH:43]=3)[CH2:37][CH:36]3[CH2:38][CH:32]([CH2:33][CH:34]([CH2:35]3)[CH2:39]1)[CH2:31]2. Procedure details: Following the procedure as described in Example 38 step 4 and making variations as required to replace 4-(adamantan-1-ylmethoxy)-3-(2-methoxypyridin-3-yl)benzamide with 4-(adamantan-1-ylmethoxy)-5-cyclopropyl-2-fluorobenzamide and to replace methanesulfonyl chloride with cyclobutanesulfonyl chloride, the title compound was obtained as a colorless solid (0.05 g, 10%): 1H NMR (300 MHz, CDCl3) δ8.57-8.44 (m, 1H), 7.60-7.52 (m, 1H), 6.61-6.48 (m, 1H), 4.61-4.46 (m, 1H), 3.55 (s, 2H), 2.74-2.56 (m, 2... Starting materials: ClC1=C(C(=O)Cl)C=C(C=C1[N+](=O)[O-])C(F)(F)F (2-chloro-3-nitro-5-trifluoromethylbenzoyl chloride), C(C)O (ethanol). Run at time 1 hour. The product is ClC1=C(C(=O)OCC)C=C(C=C1[N+](=O)[O-])C(F)(F)F (ethyl 2-chloro-3-nitro-5-trifluoromethylbenzoate). As a reaction SMILES: [Cl:1][C:2]1[C:10]([N+:11]([O-:13])=[O:12])=[CH:9][C:8]([C:14]([F:17])([F:16])[F:15])=[CH:7][C:3]=1[C:4](Cl)=[O:5].[CH2:18]([OH:20])[CH3:19]>>[Cl:1][C:2]1[C:10]([N+:11]([O-:13])=[O:12])=[CH:9][C:8]([C:14]([F:17])([F:16])[F:15])=[CH:7][C:3]=1[C:4]([O:20][CH2:18][CH3:19])=[O:5]. Procedure: The 2-chloro-3-nitro-5-trifluoromethylbenzoyl chloride (5.5 g; 18 mmol), obtained in step b) of Example 1, is dissolved in ethanol (50 ml) and stirred for 1 hour at room temperature. After evaporating to dryness, the pasty solid is purified by filtration on silica (eluent: dichloromethane). 4.2 g of ethyl 2-chloro-3-nitro-5-trifluoromethylbenzoate are obtained in the form of a pale yellow oil.